This data is from the Open Reaction Database (ORD), a public repository of structured organic reaction records. The task is: describe an organic reaction: reactants, conditions, products, and yield Starting materials: C(CCC)[Li] (n-butyllithium), C1C=CC2=CC=CC=C12 (indene), C(C)(C)=C1C=CC2=CC=CC=C12 (1-isopropylideneindene). Solvent: O (water). Run at time 15 minute. Product: C1(C=CC2=CC=CC=C12)C(C)(C)C1C=CC2=CC=CC=C12 (2,2-Bis-(1-indenyl)propane). Yield: 11.7%. RXN SMILES: C([Li])CCC.[CH2:6]1[C:14]2[C:9](=[CH:10][CH:11]=[CH:12][CH:13]=2)[CH:8]=[CH:7]1.[C:15](=[C:18]1[C:26]2[C:21](=[CH:22][CH:23]=[CH:24][CH:25]=2)[CH:20]=[CH:19]1)([CH3:17])[CH3:16]>O>[CH:6]1([C:15]([CH:18]2[C:26]3[C:21](=[CH:22][CH:23]=[CH:24][CH:25]=3)[CH:20]=[CH:19]2)([CH3:17])[CH3:16])[C:14]2[C:9](=[CH:10][CH:11]=[CH:12][CH:13]=2)[CH:8]=[CH:7]1. Procedure details: 18.8 cm3 (47.0 mmol) of n-butyllithium were added at 0° C. to a solution of 5.93 g (47.0 mmol) of indene (industrial, 91% pure) filtered over Al2O3. After the mixture had been stirred at room temperature for 15 minutes, the solution was slowly added dropwise to a solution of 7.40 g (47.0 mmol) of 1-isopropylideneindene. After the mixture had been stirred at room temperature for 2 hours, 50 cm3 of water were added and the mixture was extracted with diethyl ether. The yellow organic phase was drie... Reactants: C=CCN(C(=O)OC(C)(C)C)C1CCN(C(=O)OCc2ccccc2)CC1, CSC, CO, ClCCl, O=[O+][O-]. Yields the product CC(C)(C)OC(=O)N(CC=O)C1CCN(C(=O)OCc2ccccc2)CC1. As a reaction SMILES: [CH2:4]([CH:5]=[CH2:6])[N:7]([CH:8]1[CH2:9][CH2:10][N:11]([C:14](=[O:15])[O:16][CH2:17][c:18]2[cH:19][cH:20][cH:21][cH:22][cH:23]2)[CH2:12][CH2:13]1)[C:24](=[O:25])[O:26][C:27]([CH3:28])([CH3:29])[CH3:30].[CH3:31][S:32][CH3:33].[CH3:37][OH:38].[Cl:34][CH2:35][Cl:36].[O-:1][O+:2]=[O:3]>>[O:1]=[CH:5][CH2:4][N:7]([CH:8]1[CH2:9][CH2:10][N:11]([C:14](=[O:15])[O:16][CH2:17][c:18]2[cH:19][cH:20][cH:21][cH:22][cH:23]2)[CH2:12][CH2:13]1)[C:24](=[O:25])[O:26][C:27]([CH3:28])([CH3:29])[CH3:30]. Reactants: CS(=O)(=O)O.CS(=O)(=O)O.NC1=C(N2N(CCC2)C1=O)N (2,3-diamino-6,7-dihydro-1H,5H-pyrazolo[1,2-a]pyrazol-1-one dimethane sulphonate), OO (hydrogen peroxide), CC1=C(C2=CC=CC=C2C=C1)O (2-methyl-1-naphthol), N (ammonia). Solvent: O (water), C(C)O (ethanol). The product is NC1=C(C(N2N1CCC2)=O)/N=C/2\C=C(C(C1=CC=CC=C21)=O)C (3-amino-2-{[(1E)-3-methyl-4-oxonaphthalen-1(4H)-ylidene]amino}-6,7-dihydro-1H,5H-pyrazolo[1,2-a]pyrazol-1-one). As a reaction SMILES: CS(O)(=O)=O.CS(O)(=O)=O.[NH2:11][C:12]1[C:19](=[O:20])[N:15]2[CH2:16][CH2:17][CH2:18][N:14]2[C:13]=1[NH2:21].[CH3:22][C:23]1[CH:32]=[CH:31][C:30]2[C:25](=[CH:26][CH:27]=[CH:28][CH:29]=2)[C:24]=1[OH:33].N.OO>O.C(O)C>[NH2:21][C:13]1[N:14]2[CH2:18][CH2:17][CH2:16][N:15]2[C:19](=[O:20])[C:12]=1/[N:11]=[C:31]1\[CH:32]=[C:23]([CH3:22])[C:24](=[O:33])[C:25]2[C:30]\1=[CH:29][CH:28]=[CH:27][CH:26]=2 |f:0.1.2|. Procedure: 0.58 mmol of 2,3-diamino-6,7-dihydro-1H,5H-pyrazolo[1,2-a]pyrazol-1-one dimethane sulphonate was dissolved in a mixture of water and ethanol (7.5 ml/1.5 ml). This solution was admixed with 0.58 mmol of 2-methyl-1-naphthol, then with 1.8 ml of concentrated aqueous ammonia, then with 9 ml of hydrogen peroxide. The reactants are COC=1C(=CC2=C(NC(C3=C(N2)C=C(C=C3)C3=CC(=C(C=C3)[N+](=O)[O-])OC)=O)C1)OCOCC[Si](C)(C)C (8-methoxy-3-(3-methoxy-4-nitrophenyl)-7-{[2-(trimethylsilyl)ethoxy]methoxy}-5,10-dihydro-11H-dibenzo[b,e][1,4]diazepin-11-one), Cl.O1CCOCC1 (HCl dioxane). Solvent: C(Cl)Cl (methylene chloride), CO (methanol). Run at time 1 hour. The product is OC1=CC2=C(NC(C3=C(N2)C=C(C=C3)C3=CC(=C(C=C3)[N+](=O)[O-])OC)=O)C=C1OC (7-hydroxy-8-methoxy-3-(3-methoxy-4-nitrophenyl)-5,10-dihydro-11H-dibenzo[b,e][1,4]diazepin-11-one). As a reaction SMILES: [CH3:1][O:2][C:3]1[C:4]([O:30]COCC[Si](C)(C)C)=[CH:5][C:6]2[NH:12][C:11]3[CH:13]=[C:14]([C:17]4[CH:22]=[CH:21][C:20]([N+:23]([O-:25])=[O:24])=[C:19]([O:26][CH3:27])[CH:18]=4)[CH:15]=[CH:16][C:10]=3[C:9](=[O:28])[NH:8][C:7]=2[CH:29]=1.Cl.O1CCOCC1>C(Cl)Cl.CO>[OH:30][C:4]1[C:3]([O:2][CH3:1])=[CH:29][C:7]2[NH:8][C:9](=[O:28])[C:10]3[CH:16]=[CH:15][C:14]([C:17]4[CH:22]=[CH:21][C:20]([N+:23]([O-:25])=[O:24])=[C:19]([O:26][CH3:27])[CH:18]=4)=[CH:13][C:11]=3[NH:12][C:6]=2[CH:5]=1 |f:1.2|. Procedure details: A mixture of Example 476H (429 mg, 0.8 mmol) in methylene chloride (20 mL) and methanol (10 mL) was treated with 4N HCl/dioxane (1 mL, 4.0 mmol) and stirred one hour at room temperature. The mixture was concentrated under vacuum to provide 325 mg (quantitative) of desired product. MS (ESI) m/e 408 (M+H)+; 1H NMR (300 MHz, DMSO-d6) □ 9.57 (s, 1H), 8.89 (s, 1H), 8.01 (d, J=8.1 Hz, 1H), 7.76 (d, J=8.1 Hz, 1H), 7.65 (s, 1H), 7.51 (d, J=1.7 Hz, 1H), 7.26-7.35 (m, 3H), 6.59 (s, 1H), 6.52 (s, 1H), 4.03... Reactants: [BH3-]C#N, CO, [Na+], CC(=O)COc1ccc(CC2SC(=O)NC2=O)cc1, NCC(O)COc1ccccc1. The product is CC(COc1ccc(CC2SC(=O)NC2=O)cc1)NCC(O)COc1ccccc1. Reaction SMILES: [C:32]([BH3-:33])#[N:34].[CH3:36][OH:37].[Na+:35].[O:13]=[C:14]([CH2:15][O:16][c:17]1[cH:18][cH:19][c:20]([CH2:21][CH:22]2[C:23](=[O:28])[NH:24][C:25](=[O:27])[S:26]2)[cH:29][cH:30]1)[CH3:31].[O:1]([c:2]1[cH:3][cH:4][cH:5][cH:6][cH:7]1)[CH2:8][CH:9]([CH2:10][NH2:11])[OH:12]>>[O:1]([c:2]1[cH:3][cH:4][cH:5][cH:6][cH:7]1)[CH2:8][CH:9]([CH2:10][NH:11][CH:14]([CH2:15][O:16][c:17]1[cH:18][cH:19][c:20]([CH2:21][CH:22]2[C:23](=[O:28])[NH:24][C:25](=[O:27])[S:26]2)[cH:29][cH:30]1)[CH3:31])[OH:12].